From a dataset of the Open Reaction Database (ORD), a public repository of structured organic reaction records. describe an organic reaction: reactants, conditions, products, and yield Starting materials: CC(=O)[O-], CS(C)=O, CN1CCC(O)C1, O=C(O)c1cccnc1Cl, [H-], [Na+], [Na+]. Product: CN1CCC(Oc2ncccc2C(=O)[O-])C1, [Na+]. RXN SMILES: [CH3:21][C:22](=[O:23])[O-:24].[CH3:25][S:26]([CH3:27])=[O:28].[CH3:3][N:4]1[CH2:5][CH:6]([OH:9])[CH2:7][CH2:8]1.[Cl:10][c:11]1[c:12]([C:13](=[O:14])[OH:15])[cH:16][cH:17][cH:18][n:19]1.[H-:1].[Na+:20].[Na+:2]>>[CH3:3][N:4]1[CH2:5][CH:6]([O:9][c:11]2[c:12]([C:13](=[O:14])[O-:15])[cH:16][cH:17][cH:18][n:19]2)[CH2:7][CH2:8]1.[Na+:2].